This data is from the Open Reaction Database (ORD), a public repository of structured organic reaction records. The task is: describe an organic reaction: reactants, conditions, products, and yield The reactants are N (NH3), ClC=1C=2N(C=CN1)C(=NC2C2=CC=C1C=CC(=NC1=C2)C2=CC=CC=C2)C2CC(C2)CO ({3-[8-chloro-1-(2-phenyl-quinolin-7-yl)-imidazo[1,5-a]pyrazin-3-yl]-cyclobutyl}-methanol), teflon. The solvent is CC(C)O (iPrOH). Conditions: temperature 110 celsius. The product is NC=1C=2N(C=CN1)C(=NC2C2=CC=C1C=CC(=NC1=C2)C2=CC=CC=C2)C2CC(C2)CO ({3-[8-Amino-1-(2-phenylquinolin-7-yl)-imidazo[1,5-a]pyrazin-3-yl]-cyclobutyl}-methanol). Reaction SMILES: Cl[C:2]1[C:3]2[N:4]([C:8]([CH:27]3[CH2:30][CH:29]([CH2:31][OH:32])[CH2:28]3)=[N:9][C:10]=2[C:11]2[CH:20]=[C:19]3[C:14]([CH:15]=[CH:16][C:17]([C:21]4[CH:26]=[CH:25][CH:24]=[CH:23][CH:22]=4)=[N:18]3)=[CH:13][CH:12]=2)[CH:5]=[CH:6][N:7]=1.[NH3:33]>CC(O)C>[NH2:33][C:2]1[C:3]2[N:4]([C:8]([CH:27]3[CH2:30][CH:29]([CH2:31][OH:32])[CH2:28]3)=[N:9][C:10]=2[C:11]2[CH:20]=[C:19]3[C:14]([CH:15]=[CH:16][C:17]([C:21]4[CH:26]=[CH:25][CH:24]=[CH:23][CH:22]=4)=[N:18]3)=[CH:13][CH:12]=2)[CH:5]=[CH:6][N:7]=1. Reported procedure: A solution of {3-[8-chloro-1-(2-phenyl-quinolin-7-yl)-imidazo[1,5-a]pyrazin-3-yl]-cyclobutyl}-methanol (compound of Formula II-B where Z=cyclobutyl and Q1=2-phenylquinolin-7-yl) (265 mg, 0.6 mmol) in 5 mL of iPrOH was cooled to −78° C. and charged with NH3 gas for 1 min. This sealed tube was equipped with a teflon O-ring, sealed and heated at 110° C. for 3 days. The mixture was cooled to −78° C. and the cap was removed. The salt was filtered off and the filtrate was concentrated under reduced pr... The reactants are C(C)OCCN1C(=NC2=C1C=CC=C2)N2CCNCCC2 (1-(2-ethoxyethyl)-2-(hexahydro-1H-1,4-diazepin-1-yl)-1H-benzimidazole), ClC(C1=CC=CC=C1)C1=CC=C(C=C1)Cl (chloro-(4-chlorophenyl)phenylmethane), C(=O)([O-])[O-].[Na+].[Na+] (Na2CO3). Solvent: C(Cl)Cl (methylene chloride), CCN(CC)CC (Et3N). Yields the product C(C)OCCN1C(=NC2=C1C=CC=C2)N2CCN(CCC2)C(C2=CC=C(C=C2)Cl)C2=CC=CC=C2 (1-(2-ethoxyethyl)-2-[hexahydro-4-(4-chlorobenzhydryl)-1H-1,4-diazepin-1-yl]-1H-benzimidazole), crude product. Reaction SMILES: [CH2:1]([O:3][CH2:4][CH2:5][N:6]1[C:10]2[CH:11]=[CH:12][CH:13]=[CH:14][C:9]=2[N:8]=[C:7]1[N:15]1[CH2:21][CH2:20][CH2:19][NH:18][CH2:17][CH2:16]1)[CH3:2].Cl[CH:23]([C:30]1[CH:35]=[CH:34][C:33]([Cl:36])=[CH:32][CH:31]=1)[C:24]1[CH:29]=[CH:28][CH:27]=[CH:26][CH:25]=1.C([O-])([O-])=O.[Na+].[Na+]>C(Cl)Cl.CCN(CC)CC>[CH2:1]([O:3][CH2:4][CH2:5][N:6]1[C:10]2[CH:11]=[CH:12][CH:13]=[CH:14][C:9]=2[N:8]=[C:7]1[N:15]1[CH2:21][CH2:20][CH2:19][N:18]([CH:23]([C:24]2[CH:25]=[CH:26][CH:27]=[CH:28][CH:29]=2)[C:30]2[CH:35]=[CH:34][C:33]([Cl:36])=[CH:32][CH:31]=2)[CH2:17][CH2:16]1)[CH3:2] |f:2.3.4|. Procedure details: A solution of compound 15 (2 mmols) and 21 (2 mmols) in methylene chloride (10 mL) and Et3N (0.3 mL) is stirred under an inert atmosphere. The solution is warmed and the course of the reaction is followed by TLC. When the reaction is complete, dil. aq. Na2CO3 is added to the solution, shaken, and the layers are separated. The aqueous layer is extracted with additional CH2Cl2, the combined organic extracts are washed with half-saturated brine, dried (Na2SO4), filtered and concentrated under reduc... Reactants: O=C1CN(CC(O1)=O)CCN(CC(=O)O)CCN1CC(OC(C1)=O)=O (N,N-Bis[2-(2,6-dioxo-4-morpholinyl)ethyl]glycine), NCCCCCCCCCCC(=O)NCCOCCOCCOCCOCCOCCOCCOC (11-amino-N-(3,6,9,12,15,18,21-heptaoxadocosyl) undecan-amide), CN(C)C=O (DMF). Run at time 15 minute. Yields the product C(=O)(O)CN(CCN(CC(=O)O)CC(NCCCCCCCCCCC(NCCOCCOCCOCCOCCOCCOCCOC)=O)=O)CCN(CC(NCCCCCCCCCCC(NCCOCCOCCOCCOCCOCCOCCOC)=O)=O)CC(=O)O (6,9-Bis(carboxymethyl)-3-(2,14-dioxo-18,21,24,27,30,33,36-heptaoxa-3,15-diazaheptatriacontanyl)-11,23-dioxo-27,30,33,36,39,42,45-heptaoxa-3,6,9,12,24-pentaazahexatetracontanoic acid). Yield: 74.0%. Reaction SMILES: O=C1[O:7][C:6](=[O:8])[CH2:5][N:4]([CH2:9][CH2:10][N:11]([CH2:16][CH2:17][N:18]2[CH2:23][C:22](=[O:24])[O:21][C:20](=[O:25])[CH2:19]2)[CH2:12][C:13]([OH:15])=[O:14])[CH2:3]1.[NH2:26][CH2:27][CH2:28][CH2:29][CH2:30][CH2:31][CH2:32][CH2:33][CH2:34][CH2:35][CH2:36][C:37]([NH:39][CH2:40][CH2:41][O:42][CH2:43][CH2:44][O:45][CH2:46][CH2:47][O:48][CH2:49][CH2:50][O:51][CH2:52][CH2:53][O:54][CH2:55][CH2:56][O:57][CH2:58][CH2:59][O:60][CH3:61])=[O:38].C[N:63]([CH:65]=[O:66])[CH3:64]>>[C:13]([CH2:12][N:11]([CH2:10][CH2:9][N:4]([CH2:5][C:6]([OH:7])=[O:8])[CH2:3][C:65](=[O:66])[NH:63][CH2:64][CH2:28][CH2:29][CH2:30][CH2:31][CH2:32][CH2:33][CH2:34][CH2:35][CH2:36][C:37](=[O:38])[NH:39][CH2:40][CH2:41][O:42][CH2:43][CH2:44][O:45][CH2:46][CH2:47][O:48][CH2:49][CH2:50][O:51][CH2:52][CH2:53][O:54][CH2:55][CH2:56][O:57][CH2:58][CH2:59][O:60][CH3:61])[CH2:16][CH2:17][N:18]([CH2:19][C:20](=[O:25])[NH:26][CH2:27][CH2:28][CH2:29][CH2:30][CH2:31][CH2:32][CH2:33][CH2:34][CH2:35][CH2:36][C:37](=[O:38])[NH:39][CH2:40][CH2:41][O:42][CH2:43][CH2:44][O:45][CH2:46][CH2:47][O:48][CH2:49][CH2:50][O:51][CH2:52][CH2:53][O:54][CH2:55][CH2:56][O:57][CH2:58][CH2:59][O:60][CH3:61])[CH2:23][C:22]([OH:21])=[O:24])([OH:15])=[O:14]. Reported procedure: N,N-Bis[2-(2,6-dioxo-4-morpholinyl)ethyl]glycine (3.8 g; 10.6 mmol) (commercial product) was added to a suspension of 11-amino-N-(3,6,9,12,15,18,21-heptaoxadocosyl) undecan-amide (11.1 g; 21.1 mmol) in DMF (200 mL). After 15 min the reaction mixture became clear and the conversion was complete. The solvent was evaporated under reduced pressure, the residue was dissolved in CHCl3 and washed with H2O. The organic phase was separated, dried over Na2 SO4 and then evaporated under reduced pressure. T... Starting materials: [Ag+], [O-][Cl+3]([O-])([O-])[O-], CCCc1ccc(OCC(C)I)c2c(=O)cc(C(=O)OCC)oc12, C1COCCO1. The product is CCCc1ccc(OCC(C)O)c2c(=O)cc(C(=O)OCC)oc12. As a reaction SMILES: [Ag+:36].[Cl+3:31]([O-:32])([O-:33])([O-:34])[O-:35].[I:1][CH:2]([CH2:3][O:4][c:5]1[cH:6][cH:7][c:8]([CH2:21][CH2:22][CH3:23])[c:9]2[c:10]1[c:11](=[O:20])[cH:12][c:13]([C:15](=[O:16])[O:17][CH2:18][CH3:19])[o:14]2)[CH3:24].[O:25]1[CH2:26][CH2:27][O:28][CH2:29][CH2:30]1>>[CH:2]([CH2:3][O:4][c:5]1[cH:6][cH:7][c:8]([CH2:21][CH2:22][CH3:23])[c:9]2[c:10]1[c:11](=[O:20])[cH:12][c:13]([C:15](=[O:16])[O:17][CH2:18][CH3:19])[o:14]2)([CH3:24])[OH:25]. The reactants are S(=O)(=O)(C1=CC=C(C)C=C1)OCCCO (1,3-propanediol monotosylate), N1=CC=CC=C1 (pyridine). Reaction conditions: temperature 60 celsius, time 8 hour. Product: S(=O)(=O)([O-])C1=CC=C(C)C=C1.OCCC[N+]1=CC=CC=C1 (3-Hydroxypropylpyridinium tosylate). RXN SMILES: [S:1]([O:11][CH2:12][CH2:13][CH2:14]O)([C:4]1[CH:10]=[CH:9][C:7]([CH3:8])=[CH:6][CH:5]=1)(=[O:3])=[O:2].[N:16]1[CH:21]=[CH:20][CH:19]=[CH:18][CH:17]=1>>[S:1]([C:4]1[CH:10]=[CH:9][C:7]([CH3:8])=[CH:6][CH:5]=1)([O-:11])(=[O:3])=[O:2].[OH:11][CH2:12][CH2:13][CH2:14][N+:16]1[CH:21]=[CH:20][CH:19]=[CH:18][CH:17]=1 |f:2.3|. Reported procedure: In 10 ml of pyridine was dissolved 4.0 g of 1,3-propanediol monotosylate and the mixture was stirred at 60° C. overnight. The mixture was concentrated under reduced pressure to give the desired compound as a colorless oily material. Yield: 5.6 g (quantitative). The reactants are [BH4-], CCO, CC(C)(C)OC(=O)Nc1c(F)cccc1C=O, NC1CCN(Cc2ccccc2)CC1, [Na+]. Yields the product CC(C)(C)OC(=O)Nc1c(F)cccc1CNC1CCN(Cc2ccccc2)CC1. As a reaction SMILES: [BH4-:32].[CH3:34][CH2:35][OH:36].[F:1][c:2]1[c:3]([NH:10][C:11]([O:12][C:13]([CH3:14])([CH3:15])[CH3:16])=[O:17])[c:4]([CH:8]=[O:9])[cH:5][cH:6][cH:7]1.[NH2:18][CH:19]1[CH2:20][CH2:21][N:22]([CH2:25][c:26]2[cH:27][cH:28][cH:29][cH:30][cH:31]2)[CH2:23][CH2:24]1.[Na+:33]>>[F:1][c:2]1[c:3]([NH:10][C:11]([O:12][C:13]([CH3:14])([CH3:15])[CH3:16])=[O:17])[c:4]([CH2:8][NH:18][CH:19]2[CH2:20][CH2:21][N:22]([CH2:25][c:26]3[cH:27][cH:28][cH:29][cH:30][cH:31]3)[CH2:23][CH2:24]2)[cH:5][cH:6][cH:7]1. Starting materials: O1CCN(CC1)C1=CC(=C(C=C1)NC(=O)C=1C=C(CSCCC(=O)O)C=CC1)C1=NC=CC(=C1)C(NCC1=CC(=CC=C1)C(F)(F)F)=O (3-((3-((4-morpholino-2-(4-((3-(trifluoromethyl)benzyl)carbamoyl)pyridin-2-yl)phenyl)carbamoyl)benzyl)thio)propanoic acid), C(C)O (ethanol). Product: C(C)OC1=CC(=C(C=C1)NC(=O)C=1C=C(CSCCC(=O)O)C=CC1)C1=NC=CC(=C1)C(NCC1=CC(=CC=C1)C(F)(F)F)=O (3-((3-((4-Ethoxy-2-(4-((3-(trifluoromethyl)benzyl)carbamoyl)pyridin-2-yl)phenyl)carbamoyl)benzyl)thio)propanoic acid). As a reaction SMILES: O1CCN([C:7]2[CH:12]=[CH:11][C:10]([NH:13][C:14]([C:16]3[CH:17]=[C:18]([CH:26]=[CH:27][CH:28]=3)[CH2:19][S:20][CH2:21][CH2:22][C:23]([OH:25])=[O:24])=[O:15])=[C:9]([C:29]3[CH:34]=[C:33]([C:35](=[O:48])[NH:36][CH2:37][C:38]4[CH:43]=[CH:42][CH:41]=[C:40]([C:44]([F:47])([F:46])[F:45])[CH:39]=4)[CH:32]=[CH:31][N:30]=3)[CH:8]=2)CC1.[CH2:49]([OH:51])[CH3:50]>>[CH2:49]([O:51][C:7]1[CH:12]=[CH:11][C:10]([NH:13][C:14]([C:16]2[CH:17]=[C:18]([CH:26]=[CH:27][CH:28]=2)[CH2:19][S:20][CH2:21][CH2:22][C:23]([OH:25])=[O:24])=[O:15])=[C:9]([C:29]2[CH:34]=[C:33]([C:35](=[O:48])[NH:36][CH2:37][C:38]3[CH:43]=[CH:42][CH:41]=[C:40]([C:44]([F:45])([F:46])[F:47])[CH:39]=3)[CH:32]=[CH:31][N:30]=2)[CH:8]=1)[CH3:50]. Reported procedure: This compound was prepared according to the procedure described for the synthesis of 3-((3-((4-morpholino-2-(4-((3-(trifluoromethyl)benzyl)carbamoyl)pyridin-2-yl)phenyl)carbamoyl)benzyl)thio)propanoic acid 14, using ethanol in place of morpholine. 1H-NMR (300 MHz, DMSO, ppm): δ 12.49 (s, 1H), 9.57 (m, 1H), 8.98-8.96 (m, 1H), 8.41-8.38 (m, 2H), 7.88-7.54 (m, 10H), 7.16-7.10 (m, 2H), 4.63 (m, 2H), 4.14-4.12 (m, 2H), 3.88 (s, 2H), 2.60-2.58 (m, 2H), 1.37-1.35 (t, J=3 Hz, 3H). MS (ES, m/z): 638 [M+H... The reactants are COC(=O)C=1N=CC=2C(N(C=CC2C1O)CC1=CC=CC=C1)=O (7-benzyl-4-hydroxy-8-oxo-7,8-dihydro-[2,7]naphthyridine-3-carboxylic acid methyl ester), N (ammonia). Conditions: time 16 hour. Yields the product C(C1=CC=CC=C1)N1C=CC=2C(=C(N=CC2C1=O)C(=O)N)O (7-Benzyl-4-hydroxy-8-oxo-7,8-dihydro-[2,7]naphthyridine-3-carboxylic acid amide). RXN SMILES: C[O:2][C:3]([C:5]1[N:6]=[CH:7][C:8]2[C:9](=[O:23])[N:10]([CH2:16][C:17]3[CH:22]=[CH:21][CH:20]=[CH:19][CH:18]=3)[CH:11]=[CH:12][C:13]=2[C:14]=1[OH:15])=O.[NH3:24]>>[CH2:16]([N:10]1[C:9](=[O:23])[C:8]2[CH:7]=[N:6][C:5]([C:3]([NH2:24])=[O:2])=[C:14]([OH:15])[C:13]=2[CH:12]=[CH:11]1)[C:17]1[CH:22]=[CH:21][CH:20]=[CH:19][CH:18]=1. Reported procedure: A mixture of 7-benzyl-4-hydroxy-8-oxo-7,8-dihydro-[2,7]naphthyridine-3-carboxylic acid methyl ester (40 mg, 0.13 mmol) and ammonia (10 mL, 7 M in MeOH) was stirred at r.t. for 16 h. The solvent was evaporated in vacuo, and the residue was purified by silica gel chromatography (5-60% EtOAc/hexanes+2% AcOH) to give 18 mg of the title compound as a light yellow solid. MS: (+) m/z 296.06 (M+1). Reactants: N1C(NCC1)=O (imidazolidin-2-one), BrCC(=O)OC(C)(C)C (tert-butyl 2-bromoacetate). The solvent is CN(C)C=O (DMF). Reaction conditions: time 1 hour. Yields the product O=C1N(CCN1)CC(=O)OC(C)(C)C (tert-Butyl 2-(2-oxoimidazolidin-1-yl)acetate). Isolated yield 26.1%. RXN SMILES: [NH:1]1[CH2:5][CH2:4][NH:3][C:2]1=[O:6].Br[CH2:8][C:9]([O:11][C:12]([CH3:15])([CH3:14])[CH3:13])=[O:10]>CN(C=O)C>[O:6]=[C:2]1[NH:3][CH2:4][CH2:5][N:1]1[CH2:8][C:9]([O:11][C:12]([CH3:15])([CH3:14])[CH3:13])=[O:10]. Procedure details: To a solution of imidazolidin-2-one (0.2 g; 2.3 mmol) in anhydrous DMF (5 ml) 60% NaH in mineral oil (0.18 g; 4.6 mmol) was added at room temperature, under N2. After stirring for 1 h, tert-butyl 2-bromoacetate (0.35 ml; 2.3 mmol) was added. The resulting mixture was stirred for additional 2 h and solvents were removed in vacuo. The residue was diluted to 15 ml with EtOAc, washed with H2O, brine, dried over anhydrous MgSO4 and filtered. The filtrate was evaporated under reduced pressure and the ...